Dataset: the Open Reaction Database (ORD), a public repository of structured organic reaction records. Task: describe an organic reaction: reactants, conditions, products, and yield Reactants: ClCCCl, CNC, CN(C)c1ccncc1, CC(C)CCn1c(Cn2c(=O)n(C(C)C)c3ccccc32)nc2cc(C(=O)O)ccc21. Yields the product CC(C)CCn1c(Cn2c(=O)n(C(C)C)c3ccccc32)nc2cc(C(=O)N(C)C)ccc21. As a reaction SMILES: [CH2:32]([Cl:33])[CH2:34][Cl:35].[CH3:36][NH:37][CH3:38].[CH3:39][N:40]([c:41]1[cH:42][cH:43][n:44][cH:45][cH:46]1)[CH3:47].[CH:1]([CH3:2])([CH3:3])[n:4]1[c:5](=[O:31])[n:6]([CH2:13][c:14]2[n:15][c:16]3[c:17]([n:18]2[CH2:19][CH2:20][CH:21]([CH3:22])[CH3:23])[cH:24][cH:25][c:26]([C:28](=[O:29])[OH:30])[cH:27]3)[c:7]2[c:8]1[cH:9][cH:10][cH:11][cH:12]2>>[CH:1]([CH3:2])([CH3:3])[n:4]1[c:5](=[O:31])[n:6]([CH2:13][c:14]2[n:15][c:16]3[c:17]([n:18]2[CH2:19][CH2:20][CH:21]([CH3:22])[CH3:23])[cH:24][cH:25][c:26]([C:28](=[O:30])[N:37]([CH3:36])[CH3:38])[cH:27]3)[c:7]2[c:8]1[cH:9][cH:10][cH:11][cH:12]2.